The task is: describe an organic reaction: reactants, conditions, products, and yield. This data is from the Open Reaction Database (ORD), a public repository of structured organic reaction records. The reactants are S(C)(=O)(=O)OC1(CCCC2CCCCC12)O (decalindiol monomesylate), CN(C=O)C (dimethylformamide), [N-]=[N+]=[N-].[Na+] (sodium azide). Solvent: O (water), O (water). The product is N(=[N+]=[N-])C1CC2CCC(CC2CC1)O (2-Azido-6-hydroxydecalin). RXN SMILES: S(O[C:6]1(O)[CH:15]2[CH:10]([CH2:11][CH2:12][CH2:13][CH2:14]2)[CH2:9][CH2:8][CH2:7]1)(=O)(=O)C.CN(C)C=[O:20].[N-:22]=[N+:23]=[N-:24].[Na+]>O>[N:22]([CH:7]1[CH2:8][CH2:9][CH:10]2[CH:15]([CH2:14][CH2:13][CH:12]([OH:20])[CH2:11]2)[CH2:6]1)=[N+:23]=[N-:24] |f:2.3|. Procedure: 24.8 g (0.1 mole) of decalindiol monomesylate (XI) in 1 1 of dimethylformamide were heated together with 65 g (1 mole) of sodium azide and 100 ml of water for 5 hours at 90°-100° C. After cooling, the mixture was poured into 2 1 of water and extracted with methyl tert-butyl ether, and the organic extracts were washed with sodium chloride solution, dried over Na2SO4 and evaporated down under reduced pressure. Starting materials: CCOc1nc(-c2nc(Cc3ccc(F)cc3)no2)c(OCc2ccccc2)c(=O)n1C, O=C(O)C(F)(F)F. Product: CCOc1nc(-c2nc(Cc3ccc(F)cc3)no2)c(O)c(=O)n1C. RXN SMILES: [CH2:1]([c:2]1[cH:3][cH:4][cH:5][cH:6][cH:7]1)[O:8][c:9]1[c:10](=[O:32])[n:11]([CH3:31])[c:12]([O:28][CH2:29][CH3:30])[n:13][c:14]1-[c:15]1[n:16][c:17]([CH2:20][c:21]2[cH:22][cH:23][c:24]([F:27])[cH:25][cH:26]2)[n:18][o:19]1.[F:33][C:34]([F:35])([F:36])[C:37]([OH:38])=[O:39]>>[OH:8][c:9]1[c:10](=[O:32])[n:11]([CH3:31])[c:12]([O:28][CH2:29][CH3:30])[n:13][c:14]1-[c:15]1[n:16][c:17]([CH2:20][c:21]2[cH:22][cH:23][c:24]([F:27])[cH:25][cH:26]2)[n:18][o:19]1. Starting materials: [N+](=O)([O-])C1=CC=C(O1)C(=O)OC (methyl 5-nitro-2-furoate), FC1=CC=C(C=C1)CC1CCCC2=C1C1=C(N2)C=C(C=C1)O (5,6,7,8-tetrahydro-9-[(4-fluorophenyl)methyl]-9H-dibenzo[b,d]pyrrol-3-ol), FC1=CC=C(C=C1)CC1CCCC2=C1C1=C(N2)C=C(C=C1)O (5,6,7,8-tetrahydro-9-[(4-fluorophenyl)methyl]-9H-dibenzo[b,d]pyrrol-3-ol), [H-].[Na+] (sodium hydride), C(C)(=O)O (acetic acid). Reagents/catalysts: O (water). Run in CS(=O)C (dimethylsulfoxide), CS(=O)C (dimethyl sulfoxide), CS(=O)C (dimethylsulfoxide). Reaction conditions: time 15 minute. The product is COC(=O)C1OC(CC1)OC=1C=CC(C2=C3C(=NC21)C=CC=C3)CC3=CC=C(C=C3)F (1,2,3,4-tetrahydro-5-[[9-[(4-fluorophenyl)methyl]-9H-dibenzo[b,d]pyrrol-6-yl]oxy] -2-furancarboxylic acid methyl ester). The yield is 72.0%. Reaction SMILES: [F:1][C:2]1[CH:7]=[CH:6][C:5]([CH2:8][CH:9]2[C:14]3[C:15]4[CH:21]=[CH:20][C:19](O)=[CH:18][C:16]=4[NH:17][C:13]=3[CH2:12][CH2:11][CH2:10]2)=[CH:4][CH:3]=1.[H-].[Na+].[N+]([C:28]1[O:32][C:31]([C:33]([O:35][CH3:36])=[O:34])=[CH:30][CH:29]=1)([O-])=O.C(O)(=[O:39])C>CS(C)=O.O>[CH3:36][O:35][C:33]([CH:31]1[CH2:30][CH2:29][CH:28]([O:39][C:12]2[CH:11]=[CH:10][CH:9]([CH2:8][C:5]3[CH:4]=[CH:3][C:2]([F:1])=[CH:7][CH:6]=3)[C:14]3[C:13]=2[N:17]=[C:16]2[CH:18]=[CH:19][CH:20]=[CH:21][C:15]=32)[O:32]1)=[O:34] |f:1.2|. Procedure: A solution of approximately 7.25 mmol of 5,6,7,8-tetrahydro-9-[(4-fluorophenyl)methyl]-9H-dibenzo[b,d]pyrrol-3-ol as a crude oil from Example 100 in 20 ml of dimethyl sulfoxide was added dropwise to a freshly prepared suspention of 0.35 g of sodium hydride (55% dispersion in mineral oil) in 2 ml dimethylsulfoxide at room temperature and under argon. The resulting mixture was stirred an additional 15 minutes and a solution of methyl 5-nitro-2-furoate (1.37 g) in dimethylsulfoxide (10 mL) was adde... Reactants: C(C)(C)(C)OC(=O)N1CCC(CC1)NC(=O)C1=NN(C(=C1C)C1=CC=C(C=C1)Cl)C1=C(C=C(C=C1)Cl)Cl (tert-Butyl-4-[5-(4-chlorophenyl)-1-(2,4-dichlorophenyl)-4-methyl-1H-pyrazole-3-amido]piperidine-1-carboxylate), C(C)(=O)OC(C)=O (acetic anhydride). Solvent: N1=CC=CC=C1 (pyridine). Product: C(C)(=O)N1CCC(CC1)NC(=O)C1=NN(C(=C1C)C1=CC=C(C=C1)Cl)C1=C(C=C(C=C1)Cl)Cl (N-(1-acetylpiperidin-4-yl)-5-(4-chlorophenyl)-1-(2,4-dichloro-phenyl)-4-methyl-1H-pyrazole-3-carboxamide). The yield is 81.0%. RXN SMILES: C(O[C:6]([N:8]1[CH2:13][CH2:12][CH:11]([NH:14][C:15]([C:17]2[C:21]([CH3:22])=[C:20]([C:23]3[CH:28]=[CH:27][C:26]([Cl:29])=[CH:25][CH:24]=3)[N:19]([C:30]3[CH:35]=[CH:34][C:33]([Cl:36])=[CH:32][C:31]=3[Cl:37])[N:18]=2)=[O:16])[CH2:10][CH2:9]1)=[O:7])(C)(C)C.[C:38](OC(=O)C)(=O)C>N1C=CC=CC=1>[C:6]([N:8]1[CH2:9][CH2:10][CH:11]([NH:14][C:15]([C:17]2[C:21]([CH3:22])=[C:20]([C:23]3[CH:28]=[CH:27][C:26]([Cl:29])=[CH:25][CH:24]=3)[N:19]([C:30]3[CH:35]=[CH:34][C:33]([Cl:36])=[CH:32][C:31]=3[Cl:37])[N:18]=2)=[O:16])[CH2:12][CH2:13]1)(=[O:7])[CH3:38]. Reported procedure: tert-Butyl-4-[5-(4-chlorophenyl)-1-(2,4-dichlorophenyl)-4-methyl-1H-pyrazole-3-amido]piperidine-1-carboxylate (1 eq, 34 mg, 0.073 mmol) was stirred in pyridine (1 mL) and acetic anhydride (1 mL) for 16 h. The reaction was concentrated in vacuo. The crude reaction material was purified by silica gel column chromatography using 0-100% ethyl acetate/hexane to yield pure N-(1-acetylpiperidin-4-yl)-5-(4-chlorophenyl)-1-(2,4-dichloro-phenyl)-4-methyl-1H-pyrazole-3-carboxamide (30 mg, 81%). 1H NMR (300... Reactants: CC(C)(C)OC(=O)N1CCNCC1, CNC(C)C, O=C(Cl)CCl. The product is CC(C)N(C)C(=O)CN1CCNCC1. RXN SMILES: [C:1]([O:2][C:6](=[O:3])[N:8]1[CH2:9][CH2:10][NH:11][CH2:12][CH2:13]1)([CH3:4])([CH3:5])[CH3:7].[CH:19]([CH3:20])([CH3:21])[NH:22][CH3:23].[Cl:14][CH2:15][C:16](=[O:17])[Cl:18]>>[CH2:6]([N:8]1[CH2:9][CH2:10][NH:11][CH2:12][CH2:13]1)[C:16](=[O:17])[N:22]([CH:19]([CH3:20])[CH3:21])[CH3:23]. Reactants: CCCCN, C(=NC1CCCCC1)=NC1CCCCC1, N=C(N)N. Yields the product CCCCNC(=NC1CCCCC1)NC1CCCCC1. Reaction SMILES: [CH2:1]([CH2:2][CH2:3][CH3:4])[NH2:5].[CH:6]1([N:12]=[C:13]=[N:14][CH:15]2[CH2:16][CH2:17][CH2:18][CH2:19][CH2:20]2)[CH2:7][CH2:8][CH2:9][CH2:10][CH2:11]1.[NH2:21][C:22](=[NH:23])[NH2:24]>>[CH2:1]([CH2:2][CH2:3][CH3:4])[NH:5][C:13](=[N:12][CH:6]1[CH2:7][CH2:8][CH2:9][CH2:10][CH2:11]1)[NH:14][CH:15]1[CH2:16][CH2:17][CH2:18][CH2:19][CH2:20]1. The reactants are N1C=NC=C1 (imidazole), ClC=1N=C(C2=C(N1)SC(=C2)Cl)NCC2=CC1=C(C=C2)OCCO1 (2,6-dichloro-4-(3,4-ethylendioxybenzylamino)-thieno-[2,3-d]-pyrimidine). Product: N1(C=NC=C1)C=1N=C(C2=C(N1)SC(=C2)Cl)NCC2=CC1=C(C=C2)OCCO1 (2-(imidazol-1-yl)-6-chloro-4-(3,4-ethylendioxybenzylamino)-thieno-[2,3-d]-pyrimidine). Reaction SMILES: [NH:1]1[CH:5]=[CH:4][N:3]=[CH:2]1.Cl[C:7]1[N:8]=[C:9]([NH:17][CH2:18][C:19]2[CH:24]=[CH:23][C:22]3[O:25][CH2:26][CH2:27][O:28][C:21]=3[CH:20]=2)[C:10]2[CH:15]=[C:14]([Cl:16])[S:13][C:11]=2[N:12]=1>>[N:1]1([C:7]2[N:8]=[C:9]([NH:17][CH2:18][C:19]3[CH:24]=[CH:23][C:22]4[O:25][CH2:26][CH2:27][O:28][C:21]=4[CH:20]=3)[C:10]3[CH:15]=[C:14]([Cl:16])[S:13][C:11]=3[N:12]=2)[CH:5]=[CH:4][N:3]=[CH:2]1. Procedure: Following the procedure of Example 97, the reaction of imidazole with 2,6-dichloro-4-(3,4-ethylendioxybenzylamino)-thieno-[2,3-d]-pyrimidine gives 2-(imidazol-1-yl)-6-chloro-4-(3,4-ethylendioxybenzylamino)-thieno-[2,3-d]-pyrimidine. Reactants: COC(=O)N1CCC(NC(=O)c2cc(Cl)c(C)[nH]2)C(C)C1, [K+], NN, [OH-], O, O, OCCO. Product: Cc1[nH]c(C(=O)NC2CCNCC2C)cc1Cl. As a reaction SMILES: [Cl:1][c:2]1[cH:3][c:4]([C:8](=[O:9])[NH:10][CH:11]2[CH:12]([CH3:21])[CH2:13][N:14]([C:17]([O:18][CH3:19])=[O:20])[CH2:15][CH2:16]2)[nH:5][c:6]1[CH3:7].[K+:23].[NH2:25][NH2:26].[OH-:22].[OH2:24].[OH2:27].[OH:28][CH2:29][CH2:30][OH:31]>>[Cl:1][c:2]1[cH:3][c:4]([C:8](=[O:9])[NH:10][CH:11]2[CH:12]([CH3:21])[CH2:13][NH:14][CH2:15][CH2:16]2)[nH:5][c:6]1[CH3:7]. Reactants: C(C)(=O)NC1=CC=C(C=C1)O (4-acetamidophenol), BrC1=NC=CC=C1 (2-bromopyridine), C([O-])([O-])=O.[K+].[K+] (potassium carbonate). The solvent is N1=CC=CC=C1 (pyridine). Yields the product C(C)(=O)NC1=CC=C(C=C1)OC1=NC=CC=C1 (N-acetyl-4-(pyrid-2-yloxy)aniline). Reaction SMILES: [C:1]([NH:4][C:5]1[CH:10]=[CH:9][C:8]([OH:11])=[CH:7][CH:6]=1)(=[O:3])[CH3:2].Br[C:13]1[CH:18]=[CH:17][CH:16]=[CH:15][N:14]=1.C(=O)([O-])[O-].[K+].[K+]>N1C=CC=CC=1>[C:1]([NH:4][C:5]1[CH:10]=[CH:9][C:8]([O:11][C:13]2[CH:18]=[CH:17][CH:16]=[CH:15][N:14]=2)=[CH:7][CH:6]=1)(=[O:3])[CH3:2] |f:2.3.4|. Procedure: A solution of 4-acetamidophenol (20.0 g; 132.3 mmol), 2-bromopyridine (41.8 g; 265 mmol), potassium carbonate (28.3 g; 205 mmol) and Cu° (4.2 g; 66 mmol) in 130 mL pyridine was heated at reflux for 2 days. The reaction was cooled to ambient temperature and filtered through celite. The filtrate was diluted with ethyl acetate and washed with water. The extracts were dried over magnesium sulfate and the solvent was removed under reduced pressure. The material was partially purified by flash chromat... The reactants are OCCCOC1=CC=C(C=C1)C1C(CN(CC1)C(=O)OC(C)(C)C)OCC1=CC2=CC=CC=C2C=C1 (tert-butyl (3RS,4RS)-4-[4-(3-hydroxy-propoxy)-phenyl]-3-(naphthalen-2-ylmethoxy)-piperidine-1-carboxylate), C(C(C)(C)C)(=O)Cl (pivaloyl chloride). Procedure details: In an analogous manner to that described in Example 22(k), by acylating tert-butyl (3RS,4RS)-4-[4-(3-hydroxy-propoxy)-phenyl]-3-(naphthalen-2-ylmethoxy)-piperidine-1-carboxylate with pivaloyl chloride there was obtained tert-butyl (3RS,4RS)-4-[4-[3-(2,2-dimethyl-propionyloxy)-propoxy]-phenyl]-3-(naphthalen-2-ylmethoxy)-piperidine-1-carboxylate as a colourless oil; MS: 576 (M+H)+. The product is CC(C(=O)OCCCOC1=CC=C(C=C1)C1C(CN(CC1)C(=O)OC(C)(C)C)OCC1=CC2=CC=CC=C2C=C1)(C)C (tert-butyl (3RS,4RS)-4-[4-[3-(2,2-dimethyl-propionyloxy)-propoxy]-phenyl]-3-(naphthalen-2-ylmethoxy)-piperidine-1-carboxylate). Reaction SMILES: [OH:1][CH2:2][CH2:3][CH2:4][O:5][C:6]1[CH:11]=[CH:10][C:9]([CH:12]2[CH2:17][CH2:16][N:15]([C:18]([O:20][C:21]([CH3:24])([CH3:23])[CH3:22])=[O:19])[CH2:14][CH:13]2[O:25][CH2:26][C:27]2[CH:36]=[CH:35][C:34]3[C:29](=[CH:30][CH:31]=[CH:32][CH:33]=3)[CH:28]=2)=[CH:8][CH:7]=1.[C:37](Cl)(=[O:42])[C:38]([CH3:41])([CH3:40])[CH3:39]>>[CH3:39][C:38]([CH3:41])([CH3:40])[C:37]([O:1][CH2:2][CH2:3][CH2:4][O:5][C:6]1[CH:11]=[CH:10][C:9]([CH:12]2[CH2:17][CH2:16][N:15]([C:18]([O:20][C:21]([CH3:22])([CH3:23])[CH3:24])=[O:19])[CH2:14][CH:13]2[O:25][CH2:26][C:27]2[CH:36]=[CH:35][C:34]3[C:29](=[CH:30][CH:31]=[CH:32][CH:33]=3)[CH:28]=2)=[CH:8][CH:7]=1)=[O:42].